This data is from the Open Reaction Database (ORD), a public repository of structured organic reaction records. The task is: describe an organic reaction: reactants, conditions, products, and yield The reactants are O=C(O)C=Cc1ccc(Br)cc1F, CCN=C=NCCCN(C)C, ClCCl, Nc1ccc(Cl)cc1, On1nnc2ccccc21. The product is O=C(C=Cc1ccc(Br)cc1F)Nc1ccc(Cl)cc1. Reaction SMILES: [Br:1][c:2]1[cH:3][c:4]([F:13])[c:5]([CH:8]=[CH:9][C:10](=[O:11])[OH:12])[cH:6][cH:7]1.[CH3:32][CH2:33][N:34]=[C:35]=[N:36][CH2:37][CH2:38][CH2:39][N:40]([CH3:41])[CH3:42].[Cl:43][CH2:44][Cl:45].[NH2:14][c:15]1[cH:16][cH:17][c:18]([Cl:19])[cH:20][cH:21]1.[OH:22][n:23]1[c:24]2[c:25]([cH:26][cH:27][cH:28][cH:29]2)[n:30][n:31]1>>[Br:1][c:2]1[cH:3][c:4]([F:13])[c:5]([CH:8]=[CH:9][C:10](=[O:12])[NH:14][c:15]2[cH:16][cH:17][c:18]([Cl:19])[cH:20][cH:21]2)[cH:6][cH:7]1. Starting materials: [Li]CCCC, CCCCCC, CC(C)NC(C)C, [H-], [Na+], C1CCOC1, O=C(O)COc1cccc2ccccc12, BrCCCCc1ccccc1. Yields the product O=C(O)C(CCCCc1ccccc1)Oc1cccc2ccccc12. As a reaction SMILES: [CH2:25]([Li:26])[CH2:27][CH2:28][CH3:29].[CH3:30][CH2:31][CH2:32][CH2:33][CH2:34][CH3:35].[CH:3]([NH:4][CH:5]([CH3:6])[CH3:7])([CH3:8])[CH3:9].[H-:1].[Na+:2].[O:47]1[CH2:48][CH2:49][CH2:50][CH2:51]1.[c:10]1([O:20][CH2:21][C:22](=[O:23])[OH:24])[cH:11][cH:12][cH:13][c:14]2[cH:15][cH:16][cH:17][cH:18][c:19]12.[c:36]1([CH2:42][CH2:43][CH2:44][CH2:45][Br:46])[cH:37][cH:38][cH:39][cH:40][cH:41]1>>[c:10]1([O:20][CH:21]([C:22](=[O:23])[OH:24])[CH2:45][CH2:44][CH2:43][CH2:42][c:36]2[cH:37][cH:38][cH:39][cH:40][cH:41]2)[cH:11][cH:12][cH:13][c:14]2[cH:15][cH:16][cH:17][cH:18][c:19]12.